This data is from the Open Reaction Database (ORD), a public repository of structured organic reaction records. The task is: describe an organic reaction: reactants, conditions, products, and yield Starting materials: CC(C)(C)[Si](O[C@@H]1C[C@@H](CN(C1)CCN1C(C=CC2=CC=C(C=C12)F)=O)CNC(OC(C)(C)C)=O)(C)C (cis-1,I-dimethylethyl ({(3RS,5RS)-5-{[(1,1-dimethylethyl)(dimethyl)silyl]oxy}-1-[2-(7-fluoro-2-oxo-1(2H)-quinolinyl)ethyl]-3-piperidinyl}methyl)carbamate), Cl (HCl), O1CCOCC1 (1,4-dioxane). The solvent is C(Cl)Cl (DCM), CO (MeOH). Reaction conditions: time 2 hour. Product: Cl.NC[C@@H]1CN(C[C@@H](C1)O)CCN1C(C=CC2=CC=C(C=C12)F)=O (cis-1-{2-[(3RS,5RS)-3-(Aminomethyl)-5-hydroxy-1-piperidinyl]ethyl}-7-fluoro-2(1H)-quinolinone-hydrochloride). Isolated yield 100.0%. As a reaction SMILES: CC([Si](C)(C)[O:6][C@H:7]1[CH2:12][N:11]([CH2:13][CH2:14][N:15]2[C:24]3[C:19](=[CH:20][CH:21]=[C:22]([F:25])[CH:23]=3)[CH:18]=[CH:17][C:16]2=[O:26])[CH2:10][C@@H:9]([CH2:27][NH:28]C(=O)OC(C)(C)C)[CH2:8]1)(C)C.[ClH:38].O1CCOCC1>C(Cl)Cl.CO>[ClH:38].[NH2:28][CH2:27][C@H:9]1[CH2:8][C@@H:7]([OH:6])[CH2:12][N:11]([CH2:13][CH2:14][N:15]2[C:24]3[C:19](=[CH:20][CH:21]=[C:22]([F:25])[CH:23]=3)[CH:18]=[CH:17][C:16]2=[O:26])[CH2:10]1 |f:5.6|. Reported procedure: To cis-1,I-dimethylethyl ({(3RS,5RS)-5-{[(1,1-dimethylethyl)(dimethyl)silyl]oxy}-1-[2-(7-fluoro-2-oxo-1(2H)-quinolinyl)ethyl]-3-piperidinyl}methyl)carbamate (410 mg; 0.78 mmol) in DCM (9 ml) and MeOH (1 ml) was added 4N HCl in 1,4-dioxane (1 ml; 4.0 mmol) and the reaction was allowed to stir at room temperature under nitrogen for 2 hours. The reaction was concentrated under reduced pressure to give the desired compound (270 mg; 100%) as a yellow solid which was used in the next reaction without ... Reactants: C1=C2C(=CC3=C1C(=O)OC3=O)C(=O)OC2=O (1,2,4,5-Benzenetetracarboxylic dianhydride), C(C)(C)N(CC)C(C)C (diisopropylethyl amine), CN (methylamine), O(C1=CC=CC=C1)C=1C=C(CN[C@H]2CCCC3=CC=CC=C23)C=CC1 (N-(3-phenoxybenzyl)-N-[(1S)-1,2,3,4-tetrahydro-1-naphthalenyl]amine). Run in C1CCOC1 (THF). Product: CNC(=O)C1=C(C=C(C(=O)O)C(=C1)C(=O)N([C@H]1CCCC2=CC=CC=C12)CC1=CC(=CC=C1)OC1=CC=CC=C1)C(=O)O (4-[(methylamino)carbonyl]-6-({(3-phenoxybenzyl)[(1S)-1,2,3,4-tetrahydro-1-naphthalenyl]amino}carbonyl)isophthalic Acid). The yield is 12.3%. RXN SMILES: [CH:1]1[C:6]2[C:7]([O:9][C:10](=[O:11])[C:5]=2[CH:4]=[C:3]2[C:12]([O:14][C:15](=[O:16])[C:2]=12)=[O:13])=[O:8].[CH:17]([N:20](C(C)C)CC)(C)C.[O:26]([C:33]1[CH:34]=[C:35]([CH:48]=[CH:49][CH:50]=1)[CH2:36][NH:37][C@@H:38]1[C:47]2[C:42](=[CH:43][CH:44]=[CH:45][CH:46]=2)[CH2:41][CH2:40][CH2:39]1)[C:27]1[CH:32]=[CH:31][CH:30]=[CH:29][CH:28]=1.CN>C1COCC1>[CH3:17][NH:20][C:7]([C:6]1[CH:1]=[C:2]([C:15]([N:37]([CH2:36][C:35]2[CH:48]=[CH:49][CH:50]=[C:33]([O:26][C:27]3[CH:28]=[CH:29][CH:30]=[CH:31][CH:32]=3)[CH:34]=2)[C@@H:38]2[C:47]3[C:42](=[CH:43][CH:44]=[CH:45][CH:46]=3)[CH2:41][CH2:40][CH2:39]2)=[O:16])[C:3]([C:12]([OH:14])=[O:13])=[CH:4][C:5]=1[C:10]([OH:9])=[O:11])=[O:8]. Reported procedure: 1,2,4,5-Benzenetetracarboxylic dianhydride (1.1 g, 5 mmol) in THF (25 mL) was treated with diisopropylethyl amine (1.6 mL, 9.2 mmol) dropwise at −78° C. and then treated with N-(3-phenoxybenzyl)-N-[(1S)-1,2,3,4-tetrahydro-1-naphthalenyl]amine (9 mL, 4.5 mmol, 0.5M solution in ClCH2CH2Cl) dropwise. After allowing the reaction mixture to gradually warm to room temperature overnight, the mixture was recooled to −78° C. and treated with methylamine (2.5 mL, 5 mmol, 2M in MeOH) dropwise. The reaction... Starting materials: COc1cccc(N=C=O)c1, Cl, CN1CCCC1=N. Product: COc1cccc(NC(=O)N=C2CCCN2C)c1. RXN SMILES: [CH3:9][O:10][c:11]1[cH:12][c:13]([N:17]=[C:18]=[O:19])[cH:14][cH:15][cH:16]1.[ClH:1].[NH:2]=[C:3]1[N:4]([CH3:8])[CH2:5][CH2:6][CH2:7]1>>[N:2](=[C:3]1[N:4]([CH3:8])[CH2:5][CH2:6][CH2:7]1)[C:18]([NH:17][c:13]1[cH:12][c:11]([O:10][CH3:9])[cH:16][cH:15][cH:14]1)=[O:19]. Starting materials: COC(=O)c1cc(N)ccc1OC, CS(=O)(=O)Cl, CCN(C(C)C)C(C)C, ClCCl. The product is COC(=O)c1cc(NS(C)(=O)=O)ccc1OC. RXN SMILES: [CH3:1][O:2][c:3]1[c:4]([C:5](=[O:6])[O:7][CH3:8])[cH:9][c:10]([NH2:13])[cH:11][cH:12]1.[CH3:23][S:24]([Cl:25])(=[O:26])=[O:27].[CH:14]([N:15]([CH2:16][CH3:17])[CH:18]([CH3:19])[CH3:20])([CH3:21])[CH3:22].[Cl:28][CH2:29][Cl:30]>>[CH3:1][O:2][c:3]1[c:4]([C:5](=[O:6])[O:7][CH3:8])[cH:9][c:10]([NH:13][S:24]([CH3:23])(=[O:26])=[O:27])[cH:11][cH:12]1. The reactants are O=B[O-], C1CCOC1, O=CC1=NN=C(c2ccc([N+](=O)[O-])cc2)c2cc3c(cc2C1)OCO3, [Na+], O. The product is O=[N+]([O-])c1ccc(C2=NN=C(CO)Cc3cc4c(cc32)OCO4)cc1. Reaction SMILES: [B:27]([O-:28])=[O:29].[CH2:31]1[O:32][CH2:33][CH2:34][CH2:35]1.[CH:1](=[O:2])[C:3]1=[N:4][N:5]=[C:6]([c:17]2[cH:18][cH:19][c:20]([N+:23](=[O:24])[O-:25])[cH:21][cH:22]2)[c:7]2[c:8]([cH:10][c:11]3[c:12]([cH:13]2)[O:14][CH2:15][O:16]3)[CH2:9]1.[Na+:30].[OH2:26]>>[CH2:1]([OH:2])[C:3]1=[N:4][N:5]=[C:6]([c:17]2[cH:18][cH:19][c:20]([N+:23](=[O:24])[O-:25])[cH:21][cH:22]2)[c:7]2[c:8]([cH:10][c:11]3[c:12]([cH:13]2)[O:14][CH2:15][O:16]3)[CH2:9]1. Reactants: Cc1cn(C)c2cc(C(C)C)c(OCc3ccccc3)cc12, CO. Yields the product Cc1cn(C)c2cc(C(C)C)c(O)cc12. Reaction SMILES: [CH2:1]([c:2]1[cH:3][cH:4][cH:5][cH:6][cH:7]1)[O:8][c:9]1[cH:10][c:11]2[c:12]([CH3:22])[cH:13][n:14]([CH3:21])[c:15]2[cH:16][c:17]1[CH:18]([CH3:19])[CH3:20].[CH3:23][OH:24]>>[OH:8][c:9]1[cH:10][c:11]2[c:12]([CH3:22])[cH:13][n:14]([CH3:21])[c:15]2[cH:16][c:17]1[CH:18]([CH3:19])[CH3:20].